Dataset: the Open Reaction Database (ORD), a public repository of structured organic reaction records. Task: describe an organic reaction: reactants, conditions, products, and yield Starting materials: COC1=C(C(=O)O)C=CC=C1C(F)(F)F (2-methoxy-3-trifluoromethylbenzoic acid), FC(C=1C=C(C(=O)O)C=CC1OC)(F)F (3-trifluoromethyl-4-methoxybenzoic acid). Product: COC1=C(C(=O)O)C=C(C=C1)C(F)(F)F (2-Methoxy-5-trifluoromethylbenzoic Acid). Reaction SMILES: CO[C:3]1[C:11]([C:12]([F:15])([F:14])[F:13])=[CH:10][CH:9]=[CH:8][C:4]=1[C:5]([OH:7])=[O:6].FC(F)(F)C1C=C(C=CC=1OC)[C:21](O)=[O:22]>>[CH3:21][O:22][C:8]1[CH:9]=[CH:10][C:11]([C:12]([F:13])([F:14])[F:15])=[CH:3][C:4]=1[C:5]([OH:7])=[O:6]. Procedure details: In a similar manner are prepared 2-methoxy-3-trifluoromethylbenzoic acid and 3-trifluoromethyl-4-methoxybenzoic acid. The reactants are C1(CCCCC1)NC1CCN(CC1)CC1=CC(=NC=C1)C1=CC(=C(C(=C1)OC)OC)OC (4-(Cyclohexylamino)-1-[[2-(3,4,5-trimethoxyphenyl)pyridin-4-yl]methyl]piperidine), ClCC1=CC(=NC=C1)C1=CC(=C(C(=C1)OC)OC)OC (4-chloromethyl-2-(3,4,5-trimethoxyphenyl)pyridine). Yields the product Cl.Cl.Cl.Cl.C1(CCCCC1)N(CC1=CC(=NC=C1)C1=CC(=C(C(=C1)OC)OC)OC)C1CCN(CC1)CC1=CC(=NC=C1)C1=CC(=C(C(=C1)OC)OC)OC (4-[N-Cyclohexyl-N-[[2-(3,4,5-trimethoxyphenyl)pyridin-4-yl]methyl]amino]-1-[[2-(3,4,5-trimethoxyphenyl)pyridin-4-yl]methyl]piperidine Tetrahydrochloride). Reaction SMILES: [CH:1]1([NH:7][CH:8]2[CH2:13][CH2:12][N:11]([CH2:14][C:15]3[CH:20]=[CH:19][N:18]=[C:17]([C:21]4[CH:26]=[C:25]([O:27][CH3:28])[C:24]([O:29][CH3:30])=[C:23]([O:31][CH3:32])[CH:22]=4)[CH:16]=3)[CH2:10][CH2:9]2)[CH2:6][CH2:5][CH2:4][CH2:3][CH2:2]1.[Cl:33][CH2:34][C:35]1[CH:40]=[CH:39][N:38]=[C:37]([C:41]2[CH:46]=[C:45]([O:47][CH3:48])[C:44]([O:49][CH3:50])=[C:43]([O:51][CH3:52])[CH:42]=2)[CH:36]=1>>[ClH:33].[ClH:33].[ClH:33].[ClH:33].[CH:1]1([N:7]([CH:8]2[CH2:9][CH2:10][N:11]([CH2:14][C:15]3[CH:20]=[CH:19][N:18]=[C:17]([C:21]4[CH:22]=[C:23]([O:31][CH3:32])[C:24]([O:29][CH3:30])=[C:25]([O:27][CH3:28])[CH:26]=4)[CH:16]=3)[CH2:12][CH2:13]2)[CH2:34][C:35]2[CH:40]=[CH:39][N:38]=[C:37]([C:41]3[CH:46]=[C:45]([O:47][CH3:48])[C:44]([O:49][CH3:50])=[C:43]([O:51][CH3:52])[CH:42]=3)[CH:36]=2)[CH2:2][CH2:3][CH2:4][CH2:5][CH2:6]1 |f:2.3.4.5.6|. Procedure details: 4-(Cyclohexylamino)-1-[[2-(3,4,5-trimethoxyphenyl)pyridin-4-yl]methyl]piperidine (342 mg) and 4-chloromethyl-2-(3,4,5-trimethoxyphenyl)pyridine (252 mg) were reacted in the same manner as described in Preparation Example 6. The title compound was obtained after converting the product to a tetrahydrochloride. Starting materials: CC=1OC2=C(C=CC=C2C(C1)=O)C=C(C(=O)OCC1CC1)C(C)=O (cyclopropylmethyl 2-[(2-methyl-4-oxo-4H-chromen-8-yl)methylene]-3-oxobutanoate), NC(=CC(C)=O)C (4-aminopent-3-en-2-one). Solvent: C(C)O (ethanol). Product: C(C)(=O)C=1C(C(=C(NC1C)C)C(=O)OCC1CC1)C=1C=CC=C2C(C=C(OC12)C)=O (Cyclopropylmethyl 5-acetyl-2,6-dimethyl-4-(2-methyl-4-oxo-4H-chromen-8-yl)-1,4-dihydro-pyridine-3-carboxylate). As a reaction SMILES: [CH3:1][C:2]1[O:3][C:4]2[C:9]([C:10](=[O:12])[CH:11]=1)=[CH:8][CH:7]=[CH:6][C:5]=2[CH:13]=[C:14]([C:22](=O)[CH3:23])[C:15]([O:17][CH2:18][CH:19]1[CH2:21][CH2:20]1)=[O:16].[NH2:25][C:26]([CH3:31])=[CH:27][C:28](=[O:30])[CH3:29]>C(O)C>[C:28]([C:27]1[CH:13]([C:5]2[CH:6]=[CH:7][CH:8]=[C:9]3[C:4]=2[O:3][C:2]([CH3:1])=[CH:11][C:10]3=[O:12])[C:14]([C:15]([O:17][CH2:18][CH:19]2[CH2:21][CH2:20]2)=[O:16])=[C:22]([CH3:23])[NH:25][C:26]=1[CH3:31])(=[O:30])[CH3:29]. Procedure details: 648 mg (1.98 mmol) of cyclopropylmethyl 2-[(2-methyl-4-oxo-4H-chromen-8-yl)methylene]-3-oxobutanoate are dissolved with 196 mg (1.98 mmol) of 4-aminopent-3-en-2-one in 10 ml of ethanol and heated under reflux under argon for 24 h. The solvent is removed in vacuo, and the residue is purified by preparative HPLC. Concentration of the product fractions and crystallization from ethyl acetate result in 327 mg (41% of theory) of the title compound as a white solid. Reactants: CCOCC (ether), Cl (HCl), CCOCC (ether), Cl (HCl), [OH-].[Na+] (NaOH), C(#N)CCN1CC2=CC(=C(C=C2CC1)OC)OC (2-(2-cyanoethyl)-1,2,3,4-tetrahydro-6,7-dimethoxyisoquinoline). The product is NCCCN1CC2=CC(=C(C=C2CC1)OC)OC (2-(3-Aminopropyl)-1,2,3,4-tetrahydro-6,7-dimethoxyisoquinoline). Yield: 88.2%. RXN SMILES: [C:1]([CH2:3][CH2:4][N:5]1[CH2:14][CH2:13][C:12]2[C:7](=[CH:8][C:9]([O:17][CH3:18])=[C:10]([O:15][CH3:16])[CH:11]=2)[CH2:6]1)#[N:2].Cl.[OH-].[Na+].CCOCC>C1COCC1.C(Cl)Cl>[NH2:2][CH2:1][CH2:3][CH2:4][N:5]1[CH2:14][CH2:13][C:12]2[C:7](=[CH:8][C:9]([O:17][CH3:18])=[C:10]([O:15][CH3:16])[CH:11]=2)[CH2:6]1 |f:2.3|. Run in C(Cl)Cl (CH2Cl2), C1CCOC1 (THF), C1CCOC1 (THF). Procedure details: To a stirred solution of 2-(2-cyanoethyl)-1,2,3,4-tetrahydro-6,7-dimethoxyisoquinoline (5.70 g, 23.1 mmol, 1.0 equiv) in anhydrous THF (20 mL) under argon was added a solution of BH3 in THF (1.0M, 81 mL, 81 mmol, 3.5 equiv) at room temperature. The mixture was stirred at reflux for 4.5 hours and then cooled to room temperature. Aqueous HCl (6N, 130 mL) was added cautiously at room temperature and stirring was continued for 2.5 hours at 55-60° C. The mixture was cooled to 0° C., basified to pH 10... Reaction conditions: time 2.5 hour. Reactants: CC1(Nc2c([N+](=O)[O-])cnc3c2ccn3S(=O)(=O)c2ccccc2)CCCN(C(=O)OCc2ccccc2)C1, CCOC(C)=O. Yields the product CC1(Nc2c(N)cnc3c2ccn3S(=O)(=O)c2ccccc2)CCCN(C(=O)OCc2ccccc2)C1. As a reaction SMILES: [CH2:1]([c:2]1[cH:3][cH:4][cH:5][cH:6][cH:7]1)[O:8][C:9](=[O:10])[N:11]1[CH2:12][C:13]([CH3:17])([NH:18][c:19]2[c:20]3[c:21]([n:22][cH:23][c:24]2[N+:25]([O-:26])=[O:27])[n:28]([S:31](=[O:32])(=[O:33])[c:34]2[cH:35][cH:36][cH:37][cH:38][cH:39]2)[cH:29][cH:30]3)[CH2:14][CH2:15][CH2:16]1.[CH3:40][CH2:41][O:42][C:43](=[O:44])[CH3:45]>>[CH2:1]([c:2]1[cH:3][cH:4][cH:5][cH:6][cH:7]1)[O:8][C:9](=[O:10])[N:11]1[CH2:12][C:13]([CH3:17])([NH:18][c:19]2[c:20]3[c:21]([n:22][cH:23][c:24]2[NH2:25])[n:28]([S:31](=[O:32])(=[O:33])[c:34]2[cH:35][cH:36][cH:37][cH:38][cH:39]2)[cH:29][cH:30]3)[CH2:14][CH2:15][CH2:16]1. Starting materials: C(=O)(OC(C)(C)C)N1CCC(CC1)CCO (N-Boc-4-piperidine ethanol), OC=1C=C(C(=O)OCC)C=CC1 (ethyl 3-hydroxybenzoate), N1CCC(CC1)CCOC=1C=C(C(=O)OCC)C=CC1 (ethyl 3-(2-piperidin-4-yl-ethoxy)-benzoate), carboxamide. Yields the product OCC(C(=O)N1CCC(CC1)CCOC=1C=C(C(=O)O)C=CC1)(C)C (3-{2-[1-(3-Hydroxy-2,2-dimethyl-propionyl)-piperidin-4-yl]-ethoxy}-benzoic acid). RXN SMILES: [C:1]([N:8]1[CH2:13][CH2:12][CH:11]([CH2:14][CH2:15][OH:16])[CH2:10][CH2:9]1)([O:3]C(C)(C)C)=O.O[C:18]1[CH:19]=[C:20]([CH:26]=[CH:27][CH:28]=1)[C:21]([O:23]CC)=[O:22].N1CCC(CCOC2[CH:39]=[C:40]([CH:46]=CC=2)[C:41](OCC)=[O:42])CC1>>[OH:42][CH2:41][C:40]([CH3:46])([CH3:39])[C:1]([N:8]1[CH2:9][CH2:10][CH:11]([CH2:14][CH2:15][O:16][C:27]2[CH:26]=[C:20]([CH:19]=[CH:18][CH:28]=2)[C:21]([OH:23])=[O:22])[CH2:12][CH2:13]1)=[O:3]. Reported procedure: Prepared from N-Boc-4-piperidine ethanol and ethyl 3-hydroxybenzoate, with the exception that ethyl 3-(2-piperidin-4-yl-ethoxy)-benzoate was converted to its corresponding carboxamide as described below before the final alkaline hydrolysis to give the title compound. LC-MS (m/z): 351 (M+2). Reactants: P(O)(O)=O.C(C)(C)\C(=C(\C)/C(C)C)\C1=NN(C=N1)C(C1=CC=CC=C1)(C1=CC=CC=C1)C1=CC=CC=C1 (diisopropyl E-3(1-trityl-1,2,4-triazol-3-yl)prop-2-ene phosphonate), C[N+]1(CCOCC1)[O-] (N-methyl-morpholine N-oxide), S(=O)([O-])S(=O)[O-].[Na+].[Na+] (Sodium dithionite), O (water). Reagents/catalysts: [Os](=O)(=O)(=O)=O (osmium tetroxide). The solvent is C(C)(C)(C)O.O1CCCC1.O (t-butanol tetrahydrofuran water). Conditions: time 8 hour. Yields the product P(O)(O)=O.C(C)(C)C(C(C(C1=NN(C=N1)C(C1=CC=CC=C1)(C1=CC=CC=C1)C1=CC=CC=C1)O)O)C(C)C (diisopropyl (2RS,3SR)-2,3-dihydroxy-3(1-trityl-1,2,4-triazol-3-yl)propane phosphonate). As a reaction SMILES: [PH:1](=[O:4])([OH:3])[OH:2].C(/C(/[C:14]1[N:18]=[CH:17][N:16]([C:19]([C:32]2[CH:37]=[CH:36][CH:35]=[CH:34][CH:33]=2)([C:26]2[CH:31]=[CH:30][CH:29]=[CH:28][CH:27]=2)[C:20]2[CH:25]=[CH:24][CH:23]=[CH:22][CH:21]=2)[N:15]=1)=C(\C(C)C)/C)(C)C.C[N+]1([O-])[CH2:44][CH2:43][O:42]CC1.S(S([O-])=O)([O-])=O.[Na+].[Na+].[OH2:54]>C(O)(C)(C)C.O1CCCC1.O.[Os](=O)(=O)(=O)=O>[PH:1](=[O:2])([OH:4])[OH:3].[CH:20]([CH:19]([CH:26]([CH3:31])[CH3:27])[CH:43]([OH:42])[CH:44]([OH:54])[C:14]1[N:18]=[CH:17][N:16]([C:19]([C:20]2[CH:25]=[CH:24][CH:23]=[CH:22][CH:21]=2)([C:32]2[CH:33]=[CH:34][CH:35]=[CH:36][CH:37]=2)[C:26]2[CH:31]=[CH:30][CH:29]=[CH:28][CH:27]=2)[N:15]=1)([CH3:25])[CH3:21] |f:0.1,3.4.5,7.8.9,11.12|. Procedure: A mixture of diisopropyl E-3(1-trityl-1,2,4-triazol-3-yl)prop-2-ene phosphonate (10.31 g, prepared as described in Example 15), N-methyl-morpholine N-oxide (4.69 g) and osmium tetroxide (2.5 ml, 2.5% in t-butanol) in t-butanol-tetrahydrofuran-water (10:3:1, 350 ml) was stirred at room temperature, under nitrogen, for eight hours. Sodium dithionite (10 g) and water (75 ml) were added, the mixture stirred for thirty minutes, filtered and evaporated under reduced pressure. The residue was made weak... Starting materials: CCOC(=O)C1=Cc2cc(C)cc(Br)c2NC1C(F)(F)F, CCOCC, CO, Cl, [Li+], C1CCOC1, [OH-], O. Yields the product Cc1cc(Br)c2c(c1)C=C(C(=O)O)C(C(F)(F)F)N2. RXN SMILES: [Br:1][c:2]1[cH:3][c:4]([CH3:21])[cH:5][c:6]2[c:11]1[NH:10][CH:9]([C:12]([F:13])([F:14])[F:15])[C:8]([C:16](=[O:17])[O:18][CH2:19][CH3:20])=[CH:7]2.[CH3:25][CH2:26][O:27][CH2:28][CH3:29].[CH3:36][OH:37].[ClH:24].[Li+:22].[O:31]1[CH2:32][CH2:33][CH2:34][CH2:35]1.[OH-:23].[OH2:30]>>[Br:1][c:2]1[cH:3][c:4]([CH3:21])[cH:5][c:6]2[c:11]1[NH:10][CH:9]([C:12]([F:13])([F:14])[F:15])[C:8]([C:16](=[O:17])[OH:18])=[CH:7]2. Starting materials: C(C)OC(=O)C(CCC1=CC=CC=C1)N[C@@H](C)C(=O)N1[C@H](C(=O)N[C@@H](CC2=CC=CC=C2)C(=O)O)CCC1 (N-(1-Ethoxycarbonyl-3-phenylpropyl)-L-alanyl-L-prolyl-L-phenylalanine). Run in [OH-].[Na+] (NaOH). The product is C(=O)(O)C(CCC1=CC=CC=C1)N[C@@H](C)C(=O)N1[C@H](C(=O)N[C@@H](CC2=CC=CC=C2)C(=O)O)CCC1 (N-(1-carboxy-3-phenylpropyl)-L-alanyl-L-prolyl-L-phenylalanine). As a reaction SMILES: C([O:3][C:4]([CH:6]([NH:15][C@H:16]([C:18]([N:20]1[CH2:38][CH2:37][CH2:36][C@H:21]1[C:22]([NH:24][C@H:25]([C:33]([OH:35])=[O:34])[CH2:26][C:27]1[CH:32]=[CH:31][CH:30]=[CH:29][CH:28]=1)=[O:23])=[O:19])[CH3:17])[CH2:7][CH2:8][C:9]1[CH:14]=[CH:13][CH:12]=[CH:11][CH:10]=1)=[O:5])C>[OH-].[Na+]>[C:4]([CH:6]([NH:15][C@H:16]([C:18]([N:20]1[CH2:38][CH2:37][CH2:36][C@H:21]1[C:22]([NH:24][C@H:25]([C:33]([OH:35])=[O:34])[CH2:26][C:27]1[CH:28]=[CH:29][CH:30]=[CH:31][CH:32]=1)=[O:23])=[O:19])[CH3:17])[CH2:7][CH2:8][C:9]1[CH:10]=[CH:11][CH:12]=[CH:13][CH:14]=1)([OH:5])=[O:3] |f:1.2|. Procedure details: A solution of 1.0 millimole of N-(1-Ethoxycarbonyl-3-phenylpropyl)-L-alanyl-L-prolyl-L-phenylalanine in 4 ml of 1N NaOH was kept at room temperature for 18 hours. The solution was put on a column of 300 ml of Dowex 50 (H+) resin. After washing with 500 ml water, the product was eluted with 3% aqueous pyridine solution. After concentration of the eluate in vacuo and lyophilization, the N-(1-carboxy-3-phenylpropyl)-L-alanyl-L-prolyl-L-phenylalanine product was obtained as an amorphous solid.